Task: describe an organic reaction: reactants, conditions, products, and yield. Dataset: the Open Reaction Database (ORD), a public repository of structured organic reaction records Reactants: ClC=1C=CC(=C(C(=O)NC=2C(=C(SC2)C2=C(C(=C(C=C2)C)F)F)C(=O)OC)C1)O (methyl 4-(5-chloro-2-hydroxybenzamido)-2-(2,3-difluoro-4-methylphenyl)thiophene-3-carboxylate), [OH-].[Li+] (lithium hydroxide). Solvent: O1CCCC1.CO.O (tetrahydrofuran methanol water). Product: ClC=1C=CC(=C(C(=O)NC=2C(=C(SC2)C2=C(C(=C(C=C2)C)F)F)C(=O)O)C1)O (4-(5-chloro-2-hydroxybenzamido)-2-(2,3-difluoro-4-methylphenyl)thiophene-3-carboxylic acid). Yield: 76.8%. Reaction SMILES: [Cl:1][C:2]1[CH:3]=[CH:4][C:5]([OH:29])=[C:6]([CH:28]=1)[C:7]([NH:9][C:10]1[C:11]([C:24]([O:26]C)=[O:25])=[C:12]([C:15]2[CH:20]=[CH:19][C:18]([CH3:21])=[C:17]([F:22])[C:16]=2[F:23])[S:13][CH:14]=1)=[O:8].[OH-].[Li+]>O1CCCC1.CO.O>[Cl:1][C:2]1[CH:3]=[CH:4][C:5]([OH:29])=[C:6]([CH:28]=1)[C:7]([NH:9][C:10]1[C:11]([C:24]([OH:26])=[O:25])=[C:12]([C:15]2[CH:20]=[CH:19][C:18]([CH3:21])=[C:17]([F:22])[C:16]=2[F:23])[S:13][CH:14]=1)=[O:8] |f:1.2,3.4.5|. Procedure: Ester 395 (74.1 mg, 169 μmol) and lithium hydroxide (24.3 mg, 1.0 mmol) in tetrahydrofuran:methanol:water (3:2:1, 0.9 mL) was stirred at 60° C. for 2 h. The mixture was cooled, quenched with 2 M HCl (1.0 mL) and diluted with water (3 mL). The precipitate that formed was filtered and washed with methanol:water (1:2, 1 mL) and dichloromethane (1 mL) to provide 396 (55 mg, 77%) as a solid: LRESIMS m/z 424.1 [M+H]+, calcd. for C19H13Cl1F2N1O4S1 424.0. Starting materials: C1(=CC=C(C=C1)S(=O)(=O)Cl)C (p-toluenesulfonyl chloride), OC1CCC(CC1)C(=O)OCC (ethyl 4-hydroxycyclohexanecarboxylate). The solvent is N1=CC=CC=C1 (pyridine). Run at time 3 hour. Product: O(C1=CC=CC=C1)C1CCC(CC1)C(=O)O (4-Phenoxycyclohexanecarboxylic acid). Reaction SMILES: [C:1]1(C)[CH:6]=[CH:5][C:4](S(Cl)(=O)=O)=[CH:3][CH:2]=1.[OH:12][CH:13]1[CH2:18][CH2:17][CH:16]([C:19]([O:21]CC)=[O:20])[CH2:15][CH2:14]1>N1C=CC=CC=1>[O:12]([CH:13]1[CH2:14][CH2:15][CH:16]([C:19]([OH:21])=[O:20])[CH2:17][CH2:18]1)[C:1]1[CH:6]=[CH:5][CH:4]=[CH:3][CH:2]=1. Reported procedure: 0.63 g of p-toluenesulfonyl chloride was added to a solution of 0.522 g of ethyl 4-hydroxycyclohexanecarboxylate in 5.0 ml of pyridine. The reaction was stirred at room temperature for 3 hours. The reaction mixture was concentrated in vacuo. The resulting solid was taken up in water and ethyl acetate, and the organic phase was washed three times with 2N hydrochloric acid and once with saturated NaCl solution. The organic phase was dried over sodium sulfate and concentrated in vacuo. The resultin... The reactants are COC1=CC=C(C=C1)C1=CC2=C(S1)C=CC=C2 (2-(4-methoxyphenyl)benzo[b]thiophene), Cl.N1(CCCC1)CCOC1=CC=C(C(=O)O)C=C1 (4-[2-(1-pyrrolidinyl)ethoxy]benzoic acid hydrochloride), CO (MeOH). The solvent is C(Cl)Cl (CH2Cl2). The product is C(C(=O)O)(=O)O.C(C(=O)O)(=O)O.N1(CCCC1)CCCOC1=CC=C(C=C1)C1=C(C2=C(S1)C=CC=C2)C(=O)C2=CC=C(C=C2)OCCN2CCCC2 (4-[2-(1-Pyrrolidinyl)ethoxy]phenyl 2-[4-[3-(1-Pyrrolidinyl)propoxy]phenyl]benzo[b]thiophen-3-yl Ketone Dioxalate). Isolated yield 59.0%. RXN SMILES: [CH3:1][O:2][C:3]1[CH:8]=[CH:7][C:6]([C:9]2[S:13][C:12]3[CH:14]=[CH:15][CH:16]=[CH:17][C:11]=3[CH:10]=2)=[CH:5][CH:4]=1.Cl.[N:19]1([CH2:24][CH2:25][O:26][C:27]2[CH:35]=[CH:34][C:30]([C:31]([OH:33])=[O:32])=[CH:29][CH:28]=2)[CH2:23][CH2:22][CH2:21][CH2:20]1.[CH3:36][OH:37]>C(Cl)Cl>[C:31]([OH:33])(=[O:32])[C:36]([OH:2])=[O:37].[C:31]([OH:33])(=[O:32])[C:36]([OH:2])=[O:37].[N:19]1([CH2:24][CH2:25][CH2:1][O:2][C:3]2[CH:8]=[CH:7][C:6]([C:9]3[S:13][C:12]4[CH:14]=[CH:15][CH:16]=[CH:17][C:11]=4[C:10]=3[C:31]([C:30]3[CH:29]=[CH:28][C:27]([O:26][CH2:25][CH2:24][N:19]4[CH2:20][CH2:21][CH2:22][CH2:23]4)=[CH:35][CH:34]=3)=[O:33])=[CH:5][CH:4]=2)[CH2:23][CH2:22][CH2:21][CH2:20]1 |f:1.2,5.6.7|. Reported procedure: By essentially following the procedure detailed in Example 1, Part C, the title compound was prepared from 2-(4-methoxyphenyl)benzo[b]thiophene (Example 3, Part A) and 4-[2-(1-pyrrolidinyl)ethoxy]benzoic acid hydrochloride in 59% yield as an oil following radial chromatography (SiO2; gradient of 2-5% MeOH in CH2Cl2). Starting materials: [BH4-], CC(=O)O, [Na+], O=C(O)CCC(=O)c1ccc(-c2ccccc2)cc1, O=C1CCC(c2ccc(-c3ccccc3)cc2)O1. Product: O=C(O)CCC(O)c1ccc(-c2ccccc2)cc1. As a reaction SMILES: [BH4-:38].[CH3:40][C:41](=[O:42])[OH:43].[Na+:39].[c:19]1(-[c:32]2[cH:33][cH:34][cH:35][cH:36][cH:37]2)[cH:20][cH:21][c:22]([C:25](=[O:26])[CH2:27][CH2:28][C:29](=[O:30])[OH:31])[cH:23][cH:24]1.[c:1]1(-[c:2]2[cH:3][cH:4][cH:5][cH:6][cH:7]2)[cH:8][cH:9][c:10]([CH:11]2[O:12][C:13](=[O:14])[CH2:15][CH2:16]2)[cH:17][cH:18]1>>[c:19]1(-[c:32]2[cH:33][cH:34][cH:35][cH:36][cH:37]2)[cH:20][cH:21][c:22]([CH:25]([OH:26])[CH2:27][CH2:28][C:29](=[O:30])[OH:31])[cH:23][cH:24]1.